Dataset: the Open Reaction Database (ORD), a public repository of structured organic reaction records. Task: describe an organic reaction: reactants, conditions, products, and yield The reactants are O=C([O-])[O-], CN(C)C=O, BrCC1CC1, O=C(Nc1ccc(-c2ccccc2Cl)[nH]c1=O)OCc1ccccc1, [Cs+], [Cs+], O. The product is O=C(Nc1ccc(-c2ccccc2Cl)n(CC2CC2)c1=O)OCc1ccccc1. As a reaction SMILES: [C:1](=[O:2])([O-:3])[O-:4].[CH3:38][N:39]([CH3:40])[CH:41]=[O:42].[CH:32]1([CH2:35][Br:36])[CH2:33][CH2:34]1.[Cl:7][c:8]1[c:9](-[c:14]2[cH:15][cH:16][c:17]([NH:21][C:22]([O:23][CH2:24][c:25]3[cH:26][cH:27][cH:28][cH:29][cH:30]3)=[O:31])[c:18](=[O:20])[nH:19]2)[cH:10][cH:11][cH:12][cH:13]1.[Cs+:5].[Cs+:6].[OH2:37]>>[Cl:7][c:8]1[c:9](-[c:14]2[cH:15][cH:16][c:17]([NH:21][C:22]([O:23][CH2:24][c:25]3[cH:26][cH:27][cH:28][cH:29][cH:30]3)=[O:31])[c:18](=[O:20])[n:19]2[CH2:35][CH:32]2[CH2:33][CH2:34]2)[cH:10][cH:11][cH:12][cH:13]1. Procedure: 2-[3-(1-Piperidinyl)propoxy]benzaldehyde (47.6 g) is reacted with 24 g of phenethylamine in 190 ml of toluene following the procedure described in Example 1A to yield 61.9 g of product as an oil, boiling point 214°-218° C. at 0.2-0.3 mm of Hg. The product is N1(CCCCC1)CCCOC1=C(C=CC=C1)C=NCCC1=CC=CC=C1 (N-[[2-[3-(1-Piperidinyl)propoxy]phenyl]methylene]benzeneethanamine). Reaction SMILES: [N:1]1([CH2:7][CH2:8][CH2:9][O:10][C:11]2[CH:18]=[CH:17][CH:16]=[CH:15][C:12]=2[CH:13]=O)[CH2:6][CH2:5][CH2:4][CH2:3][CH2:2]1.[CH2:19]([NH2:27])[CH2:20][C:21]1[CH:26]=[CH:25][CH:24]=[CH:23][CH:22]=1>C1(C)C=CC=CC=1>[N:1]1([CH2:7][CH2:8][CH2:9][O:10][C:11]2[CH:18]=[CH:17][CH:16]=[CH:15][C:12]=2[CH:13]=[N:27][CH2:19][CH2:20][C:21]2[CH:26]=[CH:25][CH:24]=[CH:23][CH:22]=2)[CH2:6][CH2:5][CH2:4][CH2:3][CH2:2]1. Run in C1(=CC=CC=C1)C (toluene). The yield is 91.8%. The reactants are N1(CCCCC1)CCCOC1=C(C=O)C=CC=C1 (2-[3-(1-Piperidinyl)propoxy]benzaldehyde), C(CC1=CC=CC=C1)N (phenethylamine). The reactants are COC(OC)OC, CO, ClCCl, O=Cc1ccc([N+](=O)[O-])cc1, NC1C(=O)N2C(C(=O)OCc3ccccc3)CSC12. Product: O=C(OCc1ccccc1)C1CSC2C(N=Cc3ccc([N+](=O)[O-])cc3)C(=O)N12. As a reaction SMILES: [CH3:20][O:21][CH:22]([O:23][CH3:24])[O:25][CH3:26].[CH3:41][OH:42].[Cl:38][CH2:39][Cl:40].[N+:27](=[O:28])([O-:29])[c:30]1[cH:31][cH:32][c:33]([CH:34]=[O:35])[cH:36][cH:37]1.[NH2:1][CH:2]1[CH:3]2[N:4]([CH:5]([C:8](=[O:9])[O:10][CH2:11][c:12]3[cH:13][cH:14][cH:15][cH:16][cH:17]3)[CH2:6][S:7]2)[C:18]1=[O:19]>>[N:1]([CH:2]1[CH:3]2[N:4]([CH:5]([C:8](=[O:9])[O:10][CH2:11][c:12]3[cH:13][cH:14][cH:15][cH:16][cH:17]3)[CH2:6][S:7]2)[C:18]1=[O:19])=[CH:34][c:33]1[cH:32][cH:31][c:30]([N+:27](=[O:28])[O-:29])[cH:37][cH:36]1. Reaction SMILES: [Br:1][C:2]1[CH:26]=[CH:25][CH:24]=[CH:23][C:3]=1[CH2:4][O:5][C:6]1[CH:13]=[C:12]([O:14][CH2:15][CH2:16][N:17]2[CH2:22][CH2:21][O:20][CH2:19][CH2:18]2)[CH:11]=[CH:10][C:7]=1[CH:8]=O.[S:27]=[C:28]1[NH:32][C:31](=[O:33])[CH2:30][S:29]1>C1C=CC=CC=1>[Br:1][C:2]1[CH:26]=[CH:25][CH:24]=[CH:23][C:3]=1[CH2:4][O:5][C:6]1[CH:13]=[C:12]([O:14][CH2:15][CH2:16][N:17]2[CH2:22][CH2:21][O:20][CH2:19][CH2:18]2)[CH:11]=[CH:10][C:7]=1[CH:8]=[C:30]1[S:29][C:28](=[S:27])[NH:32][C:31]1=[O:33]. Procedure: 2-(2-Bromobenzyloxy)-4-(2-morpholin-4-yl-ethoxy)benzaldehyde (43 mg, 0.102 mmol) obtained in step 4 was dissolved in benzene and reacted with 2-thioxothiazolidin-4-one in the same manner as in step 2 of Example 1 to afford the object compound (yellowish solid, 25 mg, 46%). Reactants: BrC1=C(COC2=C(C=O)C=CC(=C2)OCCN2CCOCC2)C=CC=C1 (2-(2-Bromobenzyloxy)-4-(2-morpholin-4-yl-ethoxy)benzaldehyde), S=C1SCC(N1)=O (2-thioxothiazolidin-4-one). Yields the product BrC1=C(COC2=C(C=C3C(NC(S3)=S)=O)C=CC(=C2)OCCN2CCOCC2)C=CC=C1 (5-[2-(2-bromobenzyloxy)-4-(2-morpholin-4-ylethoxy)benzylidene]-2-thioxothiazolidin-4-one). The solvent is C1=CC=CC=C1 (benzene). Starting materials: ClC=1C(=CC2=C(SC=C2C)C1Cl)OC (6,7-dichloro-5-methoxy-3-methylbenzo[b]thiophene), Cl.N1=CC=CC=C1 (pyridine hydrochloride). Solvent: O (water). Reaction conditions: time 2 hour. Yields the product ClC=1C(=CC2=C(SC=C2C)C1Cl)O (6,7-dichloro-5-hydroxy-3-methylbenzo[b]thiophene). Yield: 71.9%. As a reaction SMILES: [Cl:1][C:2]1[C:3]([O:13]C)=[CH:4][C:5]2[C:9]([CH3:10])=[CH:8][S:7][C:6]=2[C:11]=1[Cl:12].Cl.N1C=CC=CC=1>O>[Cl:1][C:2]1[C:3]([OH:13])=[CH:4][C:5]2[C:9]([CH3:10])=[CH:8][S:7][C:6]=2[C:11]=1[Cl:12] |f:1.2|. Reported procedure: A mixture of 5.6 g of 6,7-dichloro-5-methoxy-3-methylbenzo[b]thiophene and 50 g of pyridine hydrochloride is stirred at 190°-195° for 2 hours. The cooled reaction mixture is diluted with water and extracted with three 300 ml-portions of ether. The combined ether extracts are washed, dried and concentrated to give a tan-colored solid, mp 137°-139°. Recrystallization from hexane gives 3.8 g of 6,7-dichloro-5-hydroxy-3-methylbenzo[b]thiophene as silky needles. Starting materials: [Br-], C1CCOC1, ClC[Si](Cl)(Cl)Cl, Fc1ccc([Mg+])cc1. Product: Fc1ccc([Si](Cl)(Cl)CCl)cc1. Reaction SMILES: [Br-:7].[CH2:16]1[O:17][CH2:18][CH2:19][CH2:20]1.[Cl:1][CH2:2][Si:3]([Cl:4])([Cl:5])[Cl:6].[F:8][c:9]1[cH:10][cH:11][c:12]([Mg+:15])[cH:13][cH:14]1>>[Cl:1][CH2:2][Si:3]([Cl:4])([Cl:6])[c:12]1[cH:11][cH:10][c:9]([F:8])[cH:14][cH:13]1. Yield: 85.2%. The reactants are ClC1=NC=C(C=C1[N+](=O)[O-])[N+](=O)[O-] (2-chloro-3,5-dinitropyridine), N1C(CCCC1)CCO (2-piperidinethanol), ice water. The product is [N+](=O)([O-])C=1C(=NC=C(C1)[N+](=O)[O-])N1C(CCCC1)CCO (2-(1-(3,5-dinitropyrid-2-yl)piperid-2-yl)ethanol). Reported procedure: 3 g (14.7 mmol) of 2-chloro-3,5-dinitropyridine, 1.0 ml of THF and 30 mmol of 2-piperidinethanol were placed in a round-bottomed flask. The mixture was maintained at 60° C. for 15 hours with stirring and was then poured into an ice-water mixture with stirring. The precipitate formed was filtered off by suction and dried under vacuum to constant weight. 3.71 g of yellow powder were obtained. RXN SMILES: Cl[C:2]1[C:7]([N+:8]([O-:10])=[O:9])=[CH:6][C:5]([N+:11]([O-:13])=[O:12])=[CH:4][N:3]=1.[NH:14]1[CH2:19][CH2:18][CH2:17][CH2:16][CH:15]1[CH2:20][CH2:21][OH:22]>C1COCC1>[N+:8]([C:7]1[C:2]([N:14]2[CH2:19][CH2:18][CH2:17][CH2:16][CH:15]2[CH2:20][CH2:21][OH:22])=[N:3][CH:4]=[C:5]([N+:11]([O-:13])=[O:12])[CH:6]=1)([O-:10])=[O:9]. Solvent: C1CCOC1 (THF). Reaction conditions: temperature 60 celsius. Conditions: temperature -10 celsius, time 15 minute. The product is C(C=C)N1C(N(C2=C1C=CC(=C2)C(C(C)C2=C(C=C(C=C2)OC)Cl)=O)CC=C)=O (1,3-Diallyl-5-[2-(2-chloro-4-methoxy-phenyl)-propionyl]-1,3-dihydro-benzoimidazol-2-one). RXN SMILES: [Mg].[Cl:2][C:3]1[CH:8]=[C:7]([O:9][CH3:10])[CH:6]=[CH:5][C:4]=1[CH:11](Cl)[CH3:12].CON(C)[C:17]([C:19]1[CH:34]=[CH:33][C:22]2[N:23]([CH2:30][CH:31]=[CH2:32])[C:24](=[O:29])[N:25]([CH2:26][CH:27]=[CH2:28])[C:21]=2[CH:20]=1)=[O:18].O>C1COCC1>[CH2:30]([N:23]1[C:22]2[CH:33]=[CH:34][C:19]([C:17](=[O:18])[CH:11]([C:4]3[CH:5]=[CH:6][C:7]([O:9][CH3:10])=[CH:8][C:3]=3[Cl:2])[CH3:12])=[CH:20][C:21]=2[N:25]([CH2:26][CH:27]=[CH2:28])[C:24]1=[O:29])[CH:31]=[CH2:32]. Starting materials: ClC1=C(C=CC(=C1)OC)C(C)Cl (2-chloro-1-(1-chloro-ethyl)-4-methoxy-benzene), CON(C(=O)C1=CC2=C(N(C(N2CC=C)=O)CC=C)C=C1)C (1,3-diallyl-2-oxo-2,3-dihydro-1H-benzoimidazole-5-carboxylic acid methoxy-methyl-amide), suspension, [Mg] (magnesium), O (Water). Isolated yield 52.8%. Solvent: C1CCOC1 (THF), C1CCOC1 (THF), C1CCOC1 (THF), C1CCOC1 (THF). Procedure: A 1M suspension of Rieke magnesium in THF (1.3 ml) was added to THF (2 ml). The mixture was cooled to −10° C., and a solution of 2-chloro-1-(1-chloro-ethyl)-4-methoxy-benzene (136 mg) in THF (2 ml) was added. The mixture was stirred for 15 min. A solution of 1,3-diallyl-2-oxo-2,3-dihydro-1H-benzoimidazole-5-carboxylic acid methoxy-methyl-amide (100 mg) in THF (2 ml) was added at −10° C. The mixture was stirred overnight at room temperature. Water was added and extracted with EtOAc. The combined ... The reactants are NCCOC1=CC=C(NC2CCN(CC2)C(=O)NCC2=CC=C(C=C2)F)C=C1 (4-[4-(2-Aminoethoxy)anilino]-N-(4-fluorobenzyl)-1-piperidinecarboxamide), C(C)(C)(C)[Si](C1=CC=CC=C1)(C1=CC=CC=C1)OC1=CC=C(C=C1)OCC1OC1 (tert-butyl-(4-oxiranylmethoxy-phenoxy)-diphenyl-silane). Run in C(Cl)(Cl)Cl.CO (chloroform methanol). The product is FC1=CC=C(CNC(=O)N2CCC(CC2)NC2=CC=C(C=C2)OCCNC[C@@H](COC2=CC=C(C=C2)O)O)C=C1 (4-(4-[2-[(2S)-2-Hydroxy-3-(4-hydroxy-phenoxy)-propylamino]-ethoxy}-phenylamino)-piperidine 1-carboxylic acid 4-fluoro-benzylamide). Isolated yield 11.5%. Reaction SMILES: [NH2:1][CH2:2][CH2:3][O:4][C:5]1[CH:28]=[CH:27][C:8]([NH:9][CH:10]2[CH2:15][CH2:14][N:13]([C:16]([NH:18][CH2:19][C:20]3[CH:25]=[CH:24][C:23]([F:26])=[CH:22][CH:21]=3)=[O:17])[CH2:12][CH2:11]2)=[CH:7][CH:6]=1.C([Si]([O:46][C:47]1[CH:52]=[CH:51][C:50]([O:53][CH2:54][CH:55]2[CH2:57][O:56]2)=[CH:49][CH:48]=1)(C1C=CC=CC=1)C1C=CC=CC=1)(C)(C)C>C(Cl)(Cl)Cl.CO>[F:26][C:23]1[CH:22]=[CH:21][C:20]([CH2:19][NH:18][C:16]([N:13]2[CH2:14][CH2:15][CH:10]([NH:9][C:8]3[CH:7]=[CH:6][C:5]([O:4][CH2:3][CH2:2][NH:1][CH2:57][C@H:55]([OH:56])[CH2:54][O:53][C:50]4[CH:51]=[CH:52][C:47]([OH:46])=[CH:48][CH:49]=4)=[CH:28][CH:27]=3)[CH2:11][CH2:12]2)=[O:17])=[CH:25][CH:24]=1 |f:2.3|. Reported procedure: 4-[4-(2-Aminoethoxy)anilino]-N-(4-fluorobenzyl)-1-piperidinecarboxamide (0.63 g, 1.4 mmol) was reacted with tert-butyl-(4-oxiranylmethoxy-phenoxy)-diphenyl-silane (0.53 g, 1.3 mmol) according to Procedure G (eluant: 20:1 chloroform-methanol) to give the title compound (0.125 g, 0.15 mmol). The reactants are COCOC1CC(C(=O)NCC2CCCCC2)N(C(=O)OCc2ccccc2)C1, CCO. Product: COCOC1CNC(C(=O)NCC2CCCCC2)C1. As a reaction SMILES: [CH2:1]([O:2][C:3](=[O:4])[N:11]1[CH:12]([C:13](=[O:14])[NH:15][CH2:16][CH:17]2[CH2:18][CH2:19][CH2:20][CH2:21][CH2:22]2)[CH2:23][CH:24]([O:26][CH2:27][O:28][CH3:29])[CH2:25]1)[c:5]1[cH:6][cH:7][cH:8][cH:9][cH:10]1.[CH3:30][CH2:31][OH:32]>>[NH:11]1[CH:12]([C:13](=[O:14])[NH:15][CH2:16][CH:17]2[CH2:18][CH2:19][CH2:20][CH2:21][CH2:22]2)[CH2:23][CH:24]([O:26][CH2:27][O:28][CH3:29])[CH2:25]1.